From a dataset of the Open Reaction Database (ORD), a public repository of structured organic reaction records. describe an organic reaction: reactants, conditions, products, and yield Reactants: CO, COCOCc1nc(-c2ccc(Cl)cc2)oc1C(=O)OC, Cl, O. Product: COC(=O)c1oc(-c2ccc(Cl)cc2)nc1CO. As a reaction SMILES: [CH3:23][OH:24].[Cl:1][c:2]1[cH:3][cH:4][c:5](-[c:8]2[o:9][c:10]([C:18](=[O:19])[O:20][CH3:21])[c:11]([CH2:13][O:14][CH2:15][O:16][CH3:17])[n:12]2)[cH:6][cH:7]1.[ClH:22].[OH2:25]>>[Cl:1][c:2]1[cH:3][cH:4][c:5](-[c:8]2[o:9][c:10]([C:18](=[O:19])[O:20][CH3:21])[c:11]([CH2:13][OH:14])[n:12]2)[cH:6][cH:7]1. The reactants are CSc1ncc2cc(Br)c(=O)n(C(C)C)c2n1, O=C([O-])[O-], COCCOC, O=[N+]([O-])c1cc(B(O)O)ccc1F, [Na+], [Na+], O, c1ccc(P(c2ccccc2)(c2ccccc2)[Pd](P(c2ccccc2)(c2ccccc2)c2ccccc2)(P(c2ccccc2)(c2ccccc2)c2ccccc2)P(c2ccccc2)(c2ccccc2)c2ccccc2)cc1. The product is CSc1ncc2cc(-c3ccc(F)c([N+](=O)[O-])c3)c(=O)n(C(C)C)c2n1. As a reaction SMILES: [Br:1][c:2]1[cH:3][c:4]2[c:5]([n:6][c:7]([S:10][CH3:11])[n:8][cH:9]2)[n:12]([CH:15]([CH3:16])[CH3:17])[c:13]1=[O:14].[C:31](=[O:32])([O-:33])[O-:34].[CH3:38][O:39][CH2:40][CH2:41][O:42][CH3:43].[F:18][c:19]1[c:20]([N+:28](=[O:29])[O-:30])[cH:21][c:22]([B:25]([OH:26])[OH:27])[cH:23][cH:24]1.[Na+:35].[Na+:36].[OH2:37].[cH:44]1[cH:45][cH:46][c:47]([P:48]([Pd:49]([P:50]([c:51]2[cH:52][cH:53][cH:54][cH:55][cH:56]2)([c:57]2[cH:58][cH:59][cH:60][cH:61][cH:62]2)[c:63]2[cH:64][cH:65][cH:66][cH:67][cH:68]2)([P:69]([c:70]2[cH:71][cH:72][cH:73][cH:74][cH:75]2)([c:76]2[cH:77][cH:78][cH:79][cH:80][cH:81]2)[c:82]2[cH:83][cH:84][cH:85][cH:86][cH:87]2)[P:88]([c:89]2[cH:90][cH:91][cH:92][cH:93][cH:94]2)([c:95]2[cH:96][cH:97][cH:98][cH:99][cH:100]2)[c:101]2[cH:102][cH:103][cH:104][cH:105][cH:106]2)([c:107]2[cH:108][cH:109][cH:110][cH:111][cH:112]2)[c:113]2[cH:114][cH:115][cH:116][cH:117][cH:118]2)[cH:119][cH:120]1>>[c:2]1(-[c:22]2[cH:21][c:20]([N+:28](=[O:29])[O-:30])[c:19]([F:18])[cH:24][cH:23]2)[cH:3][c:4]2[c:5]([n:6][c:7]([S:10][CH3:11])[n:8][cH:9]2)[n:12]([CH:15]([CH3:16])[CH3:17])[c:13]1=[O:14].